From a dataset of the Open Reaction Database (ORD), a public repository of structured organic reaction records. describe an organic reaction: reactants, conditions, products, and yield Yields the product C(C)(C)C1=NC(=C(C(=C1C(=O)OCC)C1=C(C=CC=C1)C#C)C(=O)OCC)C(C)C (Diethyl 2,6-diisopropyl-4-(2-ethynylphenyl)pyridine-3,5-dicarboxylate). Procedure details: A solution of 5.68 g (11.9 mmole) of the intermediate obtained in Step B in 800 mL ethanol was treated with 2.8 g (20.3 mmole) of potassium carbonate and the reaction mixture was allowed to stir at room temperature for 16 hours. The mixture was diluted with ethyl acetate and washed with saturated aqueous solution of ammonium chloride, brine and separated. The organic layer was dried over magnesium sulfate, filtered and concentrated under reduced pressure. The crude material was purified by flash... Run at time 16 hour. The yield is 80.7%. Solvent: C(C)(=O)OCC (ethyl acetate), C(C)O (ethanol). Starting materials: C(C)(C)C1=NC(=C(C(=C1C(=O)OCC)C1=C(C=CC=C1)C#C[Si](C)(C)C)C(=O)OCC)C(C)C (Diethyl 2,6-diisopropyl-4-[(2-trimethylsilylethynyl)phenyl]pyridine-3,5-dicarboxylate), C([O-])([O-])=O.[K+].[K+] (potassium carbonate). As a reaction SMILES: [CH:1]([C:4]1[C:9]([C:10]([O:12][CH2:13][CH3:14])=[O:11])=[C:8]([C:15]2[CH:20]=[CH:19][CH:18]=[CH:17][C:16]=2[C:21]#[C:22][Si](C)(C)C)[C:7]([C:27]([O:29][CH2:30][CH3:31])=[O:28])=[C:6]([CH:32]([CH3:34])[CH3:33])[N:5]=1)([CH3:3])[CH3:2].C(=O)([O-])[O-].[K+].[K+]>C(O)C.C(OCC)(=O)C>[CH:32]([C:6]1[C:7]([C:27]([O:29][CH2:30][CH3:31])=[O:28])=[C:8]([C:15]2[CH:20]=[CH:19][CH:18]=[CH:17][C:16]=2[C:21]#[CH:22])[C:9]([C:10]([O:12][CH2:13][CH3:14])=[O:11])=[C:4]([CH:1]([CH3:2])[CH3:3])[N:5]=1)([CH3:34])[CH3:33] |f:1.2.3|.